describe an organic reaction: reactants, conditions, products, and yield From a dataset of the Open Reaction Database (ORD), a public repository of structured organic reaction records. Reactants: O[C@H]1C[C@@H](C(OC)=O)N(C(OC(C)(C)C)=O)C1, O=S(C1=CC=C(C(F)(F)F)C=C1)(F)=O (4-(trifluoromethyl) benzene-sulfonyl fluoride). Reagents/catalysts: N\2=C1\N(CCCCC1)CCC/2 (DBU). Solvent: C1CCCO1 (THF), C1CCCO1 (THF). Conditions: time 48 hour. The product is F[C@H]1C[C@@H](C(OC)=O)N(C(OC(C)(C)C)=O)C1. The yield is 41.0%.